From a dataset of the Open Reaction Database (ORD), a public repository of structured organic reaction records. describe an organic reaction: reactants, conditions, products, and yield Yields the product NC1=NC(=CC(=N1)N1CC2=CC(=CC=C2CC1)NC1=NC(=CC=C1)C)N1CCN(CC1)C (2-[2-Amino-6-(4-methylpiperazin-1-yl)pyrimidin-4-yl]-N-(6-methylpyridin-2-yl)-1,2,3,4-tetrahydroisoquinolin-7-amine). Procedure: A mixture of 4-(7-bromo-3,4-dihydroisoquinolin-2(1H)-yl)-6-(4-methylpiperazin-1-yl)pyrimidin-2-amine (20.0 mg, 0.0496 mmol), 6-methyl-2-pyridinamine, (8.04 mg, 0.0744 mmol, Aldrich, Cat. No. A75706), a solution of potassium tert-butoxide in tetrahydrofuran (0.0992 mL, 0.0992 mmol, 1.00 M, Aldrich Cat. 328650), palladium acetate (0.445 mg, 0.00198 mmol, Aldrich, Cat. No. 379875), and 2-[dicyclohexylphosphino]biphenyl (0.869 mg, 0.00248 mmol, Aldrich, Cat. No. 638099) in 1,4-dioxane (1 mL) was deg... The solvent is C(C)(=O)[O-].[Pd+2].C(C)(=O)[O-] (palladium acetate). Reaction SMILES: Br[C:2]1[CH:11]=[C:10]2[C:5]([CH2:6][CH2:7][N:8]([C:12]3[CH:17]=[C:16]([N:18]4[CH2:23][CH2:22][N:21]([CH3:24])[CH2:20][CH2:19]4)[N:15]=[C:14]([NH2:25])[N:13]=3)[CH2:9]2)=[CH:4][CH:3]=1.[CH3:26][C:27]1[N:32]=[C:31]([NH2:33])[CH:30]=[CH:29][CH:28]=1.CC(C)([O-])C.[K+].O1CCCC1.C1(P(C2CCCCC2)C2C=CC=CC=2C2C=CC=CC=2)CCCCC1>C([O-])(=O)C.[Pd+2].C([O-])(=O)C>[NH2:25][C:14]1[N:13]=[C:12]([N:8]2[CH2:7][CH2:6][C:5]3[C:10](=[CH:11][C:2]([NH:33][C:31]4[CH:30]=[CH:29][CH:28]=[C:27]([CH3:26])[N:32]=4)=[CH:3][CH:4]=3)[CH2:9]2)[CH:17]=[C:16]([N:18]2[CH2:19][CH2:20][N:21]([CH3:24])[CH2:22][CH2:23]2)[N:15]=1 |f:2.3,6.7.8|. The reactants are CC(C)([O-])C.[K+] (potassium tert-butoxide), BrC1=CC=C2CCN(CC2=C1)C1=NC(=NC(=C1)N1CCN(CC1)C)N (4-(7-bromo-3,4-dihydroisoquinolin-2(1H)-yl)-6-(4-methylpiperazin-1-yl)pyrimidin-2-amine), CC1=CC=CC(=N1)N (6-methyl-2-pyridinamine), O1CCCC1 (tetrahydrofuran), A75706, C1(CCCCC1)P(C1=C(C=CC=C1)C1=CC=CC=C1)C1CCCCC1 (2-[dicyclohexylphosphino]biphenyl). Conditions: temperature 120 celsius. Reactants: COC(=O)C1=CC2=C(N(C(=N2)C(NC2CCN(CC2)C2CC2)=O)CC2=NOC(=C2)C=2SC(=CC2)Cl)C=C1 (1-[5-(5-Chloro-thiophen-2-yl)-isoxazol-3-ylmethyl]-2-(1-cyclopropyl-piperidin-4-ylcarbamoyl)-1H-benzoimidazole-5-carboxylic acid methyl ester), [Li+].[OH-] (LiOH). Reaction conditions: temperature 60 celsius, time 7 hour. Yields the product ClC1=CC=C(S1)C1=CC(=NO1)CN1C(=NC2=C1C=CC(=C2)C(=O)O)C(NC2CCN(CC2)C2CC2)=O (1-[5-(5-chloro-thiophen-2-yl)-isoxazol-3-ylmethyl]-2-(1-cyclopropyl-piperidin-4-ylcarbamoyl)-1H-benzoimidazole-5-carboxylic acid). RXN SMILES: C[O:2][C:3]([C:5]1[CH:37]=[CH:36][C:8]2[N:9]([CH2:24][C:25]3[CH:29]=[C:28]([C:30]4[S:31][C:32]([Cl:35])=[CH:33][CH:34]=4)[O:27][N:26]=3)[C:10]([C:12](=[O:23])[NH:13][CH:14]3[CH2:19][CH2:18][N:17]([CH:20]4[CH2:22][CH2:21]4)[CH2:16][CH2:15]3)=[N:11][C:7]=2[CH:6]=1)=[O:4].[Li+].[OH-]>>[Cl:35][C:32]1[S:31][C:30]([C:28]2[O:27][N:26]=[C:25]([CH2:24][N:9]3[C:8]4[CH:36]=[CH:37][C:5]([C:3]([OH:4])=[O:2])=[CH:6][C:7]=4[N:11]=[C:10]3[C:12](=[O:23])[NH:13][CH:14]3[CH2:19][CH2:18][N:17]([CH:20]4[CH2:21][CH2:22]4)[CH2:16][CH2:15]3)[CH:29]=2)=[CH:34][CH:33]=1 |f:1.2|. Procedure details: 7.84 g (14.52 mmol) 1-[5-(5-Chloro-thiophen-2-yl)-isoxazol-3-ylmethyl]-2-(1-cyclopropyl-piperidin-4-ylcarbamoyl)-1H-benzoimidazole-5-carboxylic acid methyl ester were dissolved in 400 mL MEOH. 72.59 mL (72.59 mmol) of a 1 M aqueous LiOH-solution were added and the resulting mixture was stirred for 7 h at 60° C. The solution was concentrated to a volume of approx. 200 mL and acidified by the addition of a 4 M aqueous HCl-solution until pH≈1 was reached. After 30 minutes the resulting precipitate ... The reactants are Stannous chloride dihydrate, CC=1C=C(C=CC1[N+](=O)[O-])N1C=NC=C1 (1-(3-methyl-4-nitrophenyl)imidazole), [OH-].[Na+] (sodium hydroxide). Run in C(C)O (ethanol). The product is NC1=C(C=C(C=C1)N1C=NC=C1)C (1-(4-amino-3-methylphenyl)imidazole), N1C=NC=C1 (imidazole). As a reaction SMILES: [CH3:1][C:2]1[CH:3]=[C:4]([N:11]2[CH:15]=[CH:14][N:13]=[CH:12]2)[CH:5]=[CH:6][C:7]=1[N+:8]([O-])=O.[OH-].[Na+]>C(O)C>[NH2:8][C:7]1[CH:6]=[CH:5][C:4]([N:11]2[CH:15]=[CH:14][N:13]=[CH:12]2)=[CH:3][C:2]=1[CH3:1].[NH:11]1[CH:15]=[CH:14][N:13]=[CH:12]1 |f:1.2|. Procedure details: Stannous chloride dihydrate (55.0 g) was added portionwise to a stirred suspension of 1-(3-methyl-4-nitrophenyl)imidazole (10.0 g) in absolute ethanol (100 cm3). After heating under reflux for 4 hours, the cooled mixture was basified to pH8 with aqueous 2.5M sodium hydroxide solution and filtered. The filtrate was evaporated in vacuo, partitioned between chloroform (100 cm3) and water (50 cm3), and the aqueous phase was further extracted with chloroform (3×50 cm3). The combined and dried (MgSO4)... RXN SMILES: [CH2:50]1[O:51][CH2:52][CH2:53][CH2:54]1.[CH:1]([c:2]1[cH:3][cH:4][cH:5][cH:6][cH:7]1)([c:8]1[cH:9][cH:10][cH:11][cH:12][cH:13]1)[N:14]1[CH2:15][CH2:16][N:17]([C:20]([CH2:21][O:22][CH2:23][C:24](=[O:25])[NH:26][c:27]2[c:28]([C:29](=[O:30])[O:31][CH3:32])[cH:33][c:34](-[c:37]3[cH:38][n:39][c:40]4[cH:41][cH:42][cH:43][cH:44][c:45]4[cH:46]3)[cH:35][cH:36]2)=[O:47])[CH2:18][CH2:19]1.[Na+:49].[OH-:48]>>[CH:1]([c:2]1[cH:3][cH:4][cH:5][cH:6][cH:7]1)([c:8]1[cH:9][cH:10][cH:11][cH:12][cH:13]1)[N:14]1[CH2:15][CH2:16][N:17]([C:20]([CH2:21][O:22][CH2:23][C:24](=[O:25])[NH:26][c:27]2[c:28]([C:29](=[O:30])[OH:31])[cH:33][c:34](-[c:37]3[cH:38][n:39][c:40]4[cH:41][cH:42][cH:43][cH:44][c:45]4[cH:46]3)[cH:35][cH:36]2)=[O:47])[CH2:18][CH2:19]1. The reactants are C1CCOC1, COC(=O)c1cc(-c2cnc3ccccc3c2)ccc1NC(=O)COCC(=O)N1CCN(C(c2ccccc2)c2ccccc2)CC1, [Na+], [OH-]. Product: O=C(COCC(=O)N1CCN(C(c2ccccc2)c2ccccc2)CC1)Nc1ccc(-c2cnc3ccccc3c2)cc1C(=O)O. Starting materials: O=C(n1ccnc1)n1ccnc1, CCCCCCCCCC=CCCCNc1ccc(C(=O)O)cc1, [H-], [Na+], C1CCOC1, Oc1cccnc1. Yields the product CCCCCCCCCC=CCCCNc1ccc(C(=O)Oc2cccnc2)cc1. As a reaction SMILES: [C:25]([n:26]1[cH:27][cH:28][n:29][cH:30]1)([n:31]1[cH:32][cH:33][n:34][cH:35]1)=[O:36].[CH2:1]([CH2:2][CH2:3][CH:4]=[CH:5][CH2:6][CH2:7][CH2:8][CH2:9][CH2:10][CH2:11][CH2:12][CH2:13][CH3:14])[NH:15][c:16]1[cH:17][cH:18][c:19]([C:20](=[O:21])[OH:22])[cH:23][cH:24]1.[H-:44].[Na+:45].[O:46]1[CH2:47][CH2:48][CH2:49][CH2:50]1.[OH:37][c:38]1[cH:39][n:40][cH:41][cH:42][cH:43]1>>[CH2:1]([CH2:2][CH2:3][CH:4]=[CH:5][CH2:6][CH2:7][CH2:8][CH2:9][CH2:10][CH2:11][CH2:12][CH2:13][CH3:14])[NH:15][c:16]1[cH:17][cH:18][c:19]([C:20](=[O:21])[O:22][c:38]2[cH:39][n:40][cH:41][cH:42][cH:43]2)[cH:23][cH:24]1. Reactants: ice water, COC1=C(C(=C(C(=C1C)C)OC)C)C(C(=O)O)C (2,5-dimethoxy-3,4,6-trimethylphenylpropionic acid), NC1=CC=C(C=C1)N1C=NC=C1 (1-(4-aminophenyl)imidazole), Cl.CN(CCCN=C=NCC)C (1-(3-dimethylaminopropyl)-3-ethylcarbodiimide hydrochloride), ON1N=NC2=C1C=CC=C2 (1-hydroxybenzotriazole). Solvent: CN(C)C=O (DMF), C(C)N(CC)CC (triethylamine). Reaction conditions: time 20 hour. Yields the product N1(C=NC=C1)C1=CC=C(C=C1)NC(CCC1(CC(=C(C(=C1C)C)OC)C)OC)=O (N-[4-(imidazol-1-yl)phenyl]-3-(1,4-dimethoxy-3,5,6-trimethylphenyl) propanamide). Yield: 96.5%. RXN SMILES: [CH3:1][O:2][C:3]1[C:8](C)=[C:7]([CH3:10])[C:6]([O:11][CH3:12])=[C:5]([CH3:13])[C:4]=1[CH:14](C)C(O)=O.[NH2:19][C:20]1[CH:25]=[CH:24][C:23]([N:26]2[CH:30]=[CH:29][N:28]=[CH:27]2)=[CH:22][CH:21]=1.Cl.CN(C)[CH2:34][CH2:35][CH2:36]N=C=NCC.[OH:43]N1C2C=CC=CC=2N=N1>CN(C=O)C.C(N(CC)CC)C>[N:26]1([C:23]2[CH:22]=[CH:21][C:20]([NH:19][C:34](=[O:43])[CH2:35][CH2:36][C:3]3([O:2][CH3:1])[C:4]([CH3:14])=[C:5]([CH3:13])[C:6]([O:11][CH3:12])=[C:7]([CH3:10])[CH2:8]3)=[CH:25][CH:24]=2)[CH:30]=[CH:29][N:28]=[CH:27]1 |f:2.3|. Reported procedure: To a solution of 2,5-dimethoxy-3,4,6-trimethylphenylpropionic acid (1.91 g), 1-(4-aminophenyl)imidazole(1.35 g), 1-(3-dimethylaminopropyl)-3-ethylcarbodiimide hydrochloride(1.63 g) and 1-hydroxybenzotriazole(1.30 g) in DMF (30 ml) was added triethylamine(1.3 ml) and the mixture was stirred at room temperature for 20 hours. The reaction mixture was poured into ice water and the precipitate was filtered and dissolved in chloroform. This solution was washed with brine, dried (MgSO4) and evaporated ... The reactants are C(C)O[Si](C1=CC=C(C=C1)N(C1=CC=C(C=C1)[Si](OCC)(OCC)OCC)C1=CC=C(C=C1)[Si](OCC)(OCC)OCC)(OCC)OCC (tris(4-triethoxysilylphenyl)amine), resultant mixture, 1-M, C(C=C)[Mg]Br (allylmagnesium bromide), Cl (HCl), Cl (HCl). The solvent is CCOCC (ether). The product is C(C=C)C(CO[SiH2]C1=CC=C(C=C1)N(C1=CC=C(C=C1)[SiH2]OCC(CC=C)CC=C)C1=CC=C(C=C1)[SiH2]OCC(CC=C)CC=C)CC=C (tris(4-diallylethoxysilylphenyl)amine). Yield: 34.0%. Reaction SMILES: [CH2:1]([O:3][Si:4](OCC)(OCC)[C:5]1[CH:10]=[CH:9][C:8]([N:11]([C:28]2[CH:33]=[CH:32][C:31]([Si:34](OCC)(OCC)[O:35][CH2:36][CH3:37])=[CH:30][CH:29]=2)[C:12]2[CH:17]=[CH:16][C:15]([Si:18](OCC)(OCC)[O:19][CH2:20][CH3:21])=[CH:14][CH:13]=2)=[CH:7][CH:6]=1)[CH3:2].[CH2:50]([Mg]Br)[CH:51]=[CH2:52].Cl>CCOCC>[CH2:50]([CH:37]([CH2:16][CH:15]=[CH2:14])[CH2:36][O:35][SiH2:34][C:31]1[CH:32]=[CH:33][C:28]([N:11]([C:12]2[CH:13]=[CH:14][C:15]([SiH2:18][O:19][CH2:20][CH:21]([CH2:10][CH:5]=[CH2:6])[CH2:17][CH:12]=[CH2:13])=[CH:16][CH:17]=2)[C:8]2[CH:9]=[CH:10][C:5]([SiH2:4][O:3][CH2:1][CH:2]([CH2:33][CH:28]=[CH2:29])[CH2:9][CH:8]=[CH2:7])=[CH:6][CH:7]=2)=[CH:29][CH:30]=1)[CH:51]=[CH2:52]. Procedure details: Firstly, dist. ether (5 mL) was added to tris(4-triethoxysilylphenyl)amine (242 mg, 0.33 mmol) under a nitrogen atmosphere. Then, 1-M allylmagnesium bromide (4 mL (solvent: ether), 4 mmoL) was added dropwise at 0° C. The resultant mixture was stirred under a nitrogen atmosphere at room temperature for 20 hours to obtain a mixture. Subsequently, the mixture was added with an aqueous solution of HCl of 10% by mass to cease the reaction, and the pH of an aqueous layer was adjusted to 4 by using an ... Starting materials: COC(=O)C1CN(c2ccc3c(c2)OC(F)(F)C(=O)N3C)C(=O)O1, CO, N. The product is CN1C(=O)C(F)(F)Oc2cc(N3CC(C(N)=O)OC3=O)ccc21. RXN SMILES: [CH3:1][O:2][C:3](=[O:4])[CH:5]1[CH2:6][N:7]([c:11]2[cH:12][c:13]3[c:14]([cH:23][cH:24]2)[N:15]([CH3:22])[C:16](=[O:21])[C:17]([F:19])([F:20])[O:18]3)[C:8](=[O:10])[O:9]1.[CH3:26][OH:27].[NH3:25]>>[C:3](=[O:4])([CH:5]1[CH2:6][N:7]([c:11]2[cH:12][c:13]3[c:14]([cH:23][cH:24]2)[N:15]([CH3:22])[C:16](=[O:21])[C:17]([F:19])([F:20])[O:18]3)[C:8](=[O:10])[O:9]1)[NH2:25]. Reactants: COC=1C=C2C(CCOC2=CC1)=O (6-methoxy-4-chromanone), BrBr (bromine), C(Cl)Cl (CH2Cl2). The solvent is C(C)OCC (ethyl ether). Run at time 30 minute. The product is BrC1COC2=CC=C(C=C2C1=O)OC (3-Bromo-6-methoxy-4-chromanone). The yield is 80.0%. As a reaction SMILES: [CH3:1][O:2][C:3]1[CH:4]=[C:5]2[C:10](=[CH:11][CH:12]=1)[O:9][CH2:8][CH2:7][C:6]2=[O:13].[Br:14]Br.C(Cl)Cl>C(OCC)C>[Br:14][CH:7]1[C:6](=[O:13])[C:5]2[C:10](=[CH:11][CH:12]=[C:3]([O:2][CH3:1])[CH:4]=2)[O:9][CH2:8]1. Procedure details: To a solution of 6-methoxy-4-chromanone (35 g) in ethyl ether (1.6 liters) at 5°-10° C. was added dropwise over 30 minutes 10.6 ml of bromine. The mixture was stirred at 5°-10° C. for 30 minutes and then allowed to warm to room temperature. After 2 hours tlc (CH2Cl2) indicated formation of less polar products and only a trace of starting material remaining. The reaction mixture was washed with water (1 liter), saturated NaHCO3 (500 ml), and brine (500 ml), dried over MgSO4, and concentrated in v...